Dataset: the Open Reaction Database (ORD), a public repository of structured organic reaction records. Task: describe an organic reaction: reactants, conditions, products, and yield The reactants are CN1C(C(=CC=C1)O)=O (1-Methyl-3-hydroxy-2(1H)-pyridinone), C([O-])([O-])=O.[K+].[K+] (potassium carbonate). The product is C(=O)(O)C1=C(C(N(C=C1)C)=O)O (4-Carboxy-1-methyl-3-hydroxy-2(1H)-pyridinone). Yield: 87.7%. Reaction SMILES: [CH3:1][N:2]1[CH:7]=[CH:6][CH:5]=[C:4]([OH:8])[C:3]1=[O:9].[C:10](=O)([O-:12])[O-:11].[K+].[K+]>>[C:10]([C:5]1[CH:6]=[CH:7][N:2]([CH3:1])[C:3](=[O:9])[C:4]=1[OH:8])([OH:12])=[O:11] |f:1.2.3|. Procedure: 1-Methyl-3-hydroxy-2(1H)-pyridinone (1) (6.25 g, 50 mmol) is mixed with anhydrous potassium carbonate (36 g, 0.26 mol). The vacuum dried mixture is put in a Parr bomb which is then filled with dry carbon dioxide gas (850 psi) and heated to 175°-185° C. for 3 days. The cooled bomb is opened and the resultant pale yellow solid is dissolved in ice water and acidified with 6N HCl to produce a beige crystalline product (7.42 g, 87.5%), m.p. 243°-245° C. (dec). 1H NMR (250 MHz, DMSO-d6): δ3.469 (s, 3H... The reactants are complex, C=CC(C)=C (isoprene), [Mg] (magnesium), [Si](C)(C)(C)Cl (Me3SiCl), Cl (HCl), C1(CCCCC1)=O (cyclohexanone). The solvent is C1CCOC1 (THF). Run at temperature -78 celsius, time 1 hour. Product: CC(C(C[Si](C)(C)C)C1(CCCCC1)O)=C (1-(2-methyl-1-trimethylsilylmethyl-2-propenyl)cyclohexanol), CC(C=C)(C[Si](C)(C)C)C1(CCCCC1)O (1-( 1-methyl-1-trimethylsilylmethyl-2-propenyl)cyclohexanol). Reaction SMILES: [CH2:1]=[CH:2][C:3](=[CH2:5])[CH3:4].[Mg].[Si:7](Cl)([CH3:10])([CH3:9])[CH3:8].[C:12]1(=[O:18])[CH2:17][CH2:16][CH2:15][CH2:14][CH2:13]1.Cl>C1COCC1>[CH3:5][C:3](=[CH2:4])[CH:2]([C:12]1([OH:18])[CH2:17][CH2:16][CH2:15][CH2:14][CH2:13]1)[CH2:1][Si:7]([CH3:10])([CH3:9])[CH3:8].[CH3:5][C:3]([C:12]1([OH:18])[CH2:17][CH2:16][CH2:15][CH2:14][CH2:13]1)([CH2:4][Si:7]([CH3:10])([CH3:9])[CH3:8])[CH:2]=[CH2:1]. Reported procedure: In a typical regioselective reaction of an unsymmetrical (2-butene-1,4-diyl)magnesium complex, a THF solution of the complex (20 mL) prepared from isoprene (0.281 g, 2.06 mmol, technical grade) and activated magnesium (3.44 mmol) was cooled to -78° C. Me3SiCl (0.171 g, 1.57 mmol) was added via a disposable syringe. The reaction mixture was stirred at -78° C. for 1 hour, and then it was gradually warmed to 0° C. Excess cyclohexanone (0.278 g, 2.83 mmol) was added at 0° C. The reaction mixture was...